From a dataset of the Open Reaction Database (ORD), a public repository of structured organic reaction records. describe an organic reaction: reactants, conditions, products, and yield Starting materials: O (water), C(\C=C\C1=CC(O)=C(O)C=C1)(=O)O (caffeic acid), C([O-])(O)=O.[K+] (potassium bicarbonate), C(CC1=CC=CC=C1)Br (phenethyl bromide). Run in CS(=O)C (dimethylsulfoxide). Reaction conditions: temperature 70 celsius, time 3 hour. The product is C(CC1=CC=CC=C1)OC(\C=C\C1=CC(O)=C(O)C=C1)=O (caffeic acid phenethyl ester). Reaction SMILES: [C:1]([OH:13])(=[O:12])/[CH:2]=[CH:3]/[C:4]1[CH:11]=[CH:10][C:8]([OH:9])=[C:6]([OH:7])[CH:5]=1.C(=O)(O)[O-].[K+].[CH2:19](Br)[CH2:20][C:21]1[CH:26]=[CH:25][CH:24]=[CH:23][CH:22]=1.O>CS(C)=O>[CH2:19]([O:12][C:1](=[O:13])/[CH:2]=[CH:3]/[C:4]1[CH:11]=[CH:10][C:8]([OH:9])=[C:6]([OH:7])[CH:5]=1)[CH2:20][C:21]1[CH:26]=[CH:25][CH:24]=[CH:23][CH:22]=1 |f:1.2|. Procedure: 10.0 g of caffeic acid and 6.1 g potassium bicarbonate were mixed in 50 mL of dimethylsulfoxide. 7.6 mL of phenethyl bromide were added and the reaction mixture was heated to 70° C. under agitation. The mixture was stirred for 3 hrs, and then cooled to <25° C. The reaction mixture was slowly added to 500 mL of water under agitation to precipitate the product, which was recovered by filtration. The crude product was washed with dilute potassium bicarbonate and toluene and was then recrystallized ... Reactants: aqueous solution, [OH-].[Na+] (sodium hydroxide), CC1(OC2=C(C1)C(=CC=C2OC)C2=CC(=CC=C2)C(=O)OC)C (2,2-Dimethyl-7-methoxy-4-[3-(methoxycarbonyl)phenyl]-2,3-dihydrobenzofuran). Solvent: C(C)O (ethanol). The product is C(=O)(O)C=1C=C(C=CC1)C1=CC=C(C2=C1CC(O2)(C)C)OC (4-(3-Carboxyphenyl)-2,2-dimethyl-7-methoxy-2,3-dihydrobenzofuran). The yield is 92.6%. Reaction SMILES: [CH3:1][C:2]1([CH3:23])[CH2:6][C:5]2[C:7]([C:13]3[CH:18]=[CH:17][CH:16]=[C:15]([C:19]([O:21]C)=[O:20])[CH:14]=3)=[CH:8][CH:9]=[C:10]([O:11][CH3:12])[C:4]=2[O:3]1.[OH-].[Na+]>C(O)C>[C:19]([C:15]1[CH:14]=[C:13]([C:7]2[C:5]3[CH2:6][C:2]([CH3:1])([CH3:23])[O:3][C:4]=3[C:10]([O:11][CH3:12])=[CH:9][CH:8]=2)[CH:18]=[CH:17][CH:16]=1)([OH:21])=[O:20] |f:1.2|. Reported procedure: A mixture of Compound 146 (1.3 g) obtained in Example 146, a 4N aqueous solution (10.4 ml) of sodium hydroxide, and ethanol (50 ml) was stirred at room temperature for 3 hours. The solvent was removed and the residue was dissolved in water. Concentrated hydrochloric acid was dropwise added to the solution, and the generated precipitate was collected by filtration, washed with water, and dried to give Compound 147 (1.15 g, 92.7%) as white crystals.